Dataset: the Open Reaction Database (ORD), a public repository of structured organic reaction records. Task: describe an organic reaction: reactants, conditions, products, and yield Reactants: CNN (Methyl hydrazine), C(\C=C\C(=O)OC)(=O)OC (dimethyl fumarate). Product: OC1=NN(C(C1)C(=O)OC)C (methyl 3-hydroxy-1-methyl-4,5-dihydro-1H-pyrazole-5-carboxylate). As a reaction SMILES: [CH3:1][NH:2][NH2:3].[C:4]([O:12]C)(=O)/[CH:5]=[CH:6]/[C:7]([O:9][CH3:10])=[O:8]>>[OH:12][C:4]1[CH2:5][CH:6]([C:7]([O:9][CH3:10])=[O:8])[N:2]([CH3:1])[N:3]=1. Procedure details: Methyl hydrazine (12 ml, 228 mmol) was added dropwise to dimethyl fumarate (32.8 g, 228 mmol) at −5° C. The mixture was stirred under warming to rt for 16 h and then heated to 100° C. for 3 h. The crude reaction product (36 g, quantitative) was used for the next step without purification. [[M+H]+=159.1] As a reaction SMILES: [CH3:1][N:2]([CH3:6])[CH2:3][C:4]#[CH:5].[Br:7][C:8]1[CH:34]=[C:33]([F:35])[CH:32]=[CH:31][C:9]=1[O:10][C:11]1[C:20]2[C:15](=[CH:16][C:17](OS(C(F)(F)F)(=O)=O)=[C:18]([O:21][CH3:22])[CH:19]=2)[N:14]=[CH:13][N:12]=1>>[Br:7][C:8]1[CH:34]=[C:33]([F:35])[CH:32]=[CH:31][C:9]=1[O:10][C:11]1[C:20]2[C:15](=[CH:16][C:17]([C:5]#[C:4][CH2:3][N:2]([CH3:6])[CH3:1])=[C:18]([O:21][CH3:22])[CH:19]=2)[N:14]=[CH:13][N:12]=1. Reactants: [ 115 ], CN(CC#C)C (3-dimethylamino-1-propyne), BrC1=C(OC2=NC=NC3=CC(=C(C=C23)OC)OS(=O)(=O)C(F)(F)F)C=CC(=C1)F (4-(2-bromo-4-fluorophenoxy)-6-methoxy-7-trifluoromethanesulphonyloxyquinazoline). Reported procedure: Using an analogous procedure to that described in the second last paragraph of Note [115] above, 3-dimethylamino-1-propyne was reacted with 4-(2-bromo-4-fluorophenoxy)-6-methoxy-7-trifluoromethanesulphonyloxyquinazoline to give 4-(2-bromo-4-fluorophenoxy)-6-methoxy-7-(3-dimethylamino-1-propynyl)quinazoline; NMR Spectrum: (DMSOd6) 2.29 (s, 6H), 3.55 (s, 2H), 4.0 (s, 3H), 7.38-7.83 (m, 3H), 7.67 (s, 1H), 8.05 (s, 1H), 8.63 (s, 1H); Mass Spectrum: M+H+ 430 and 432. Yields the product BrC1=C(OC2=NC=NC3=CC(=C(C=C23)OC)C#CCN(C)C)C=CC(=C1)F (4-(2-bromo-4-fluorophenoxy)-6-methoxy-7-(3-dimethylamino-1-propynyl)quinazoline). Reactants: C1(=CC=CC=C1)NC(NC=1SC=C(N1)C=O)=O (2-(3-phenylureido)thiazole-4-carbaldehyde), S1C(=S)N(C(=O)C1)CC(=O)O (rhodanine-3-acetic acid), N1CCCCC1 (piperidine). The solvent is C(C)O (ethanol). Run at time 2 hour. Yields the product C1(=CC=CC=C1)NC(NC=1SC=C(N1)C=C1C(N(C(S1)=S)CC(=O)O)=O)=O (5-[2-(3-phenylureido)thiazol-4-ylmethylene]rhodanine-3-acetic acid). The yield is 45.9%. RXN SMILES: [C:1]1([NH:7][C:8](=[O:17])[NH:9][C:10]2[S:11][CH:12]=[C:13]([CH:15]=O)[N:14]=2)[CH:6]=[CH:5][CH:4]=[CH:3][CH:2]=1.[S:18]1[CH2:24][C:22](=[O:23])[N:21]([CH2:25][C:26]([OH:28])=[O:27])[C:19]1=[S:20].N1CCCCC1>C(O)C>[C:1]1([NH:7][C:8](=[O:17])[NH:9][C:10]2[S:11][CH:12]=[C:13]([CH:15]=[C:24]3[S:18][C:19](=[S:20])[N:21]([CH2:25][C:26]([OH:28])=[O:27])[C:22]3=[O:23])[N:14]=2)[CH:6]=[CH:5][CH:4]=[CH:3][CH:2]=1. Reported procedure: A mixture comprising 1 g of 2-(3-phenylureido)thiazole-4-carbaldehyde, 0.85 g of rhodanine-3-acetic acid, 0.76 g of piperidine and 15 ml of ethanol was stirred at room temperature for 2 hours, and the resulting mixture was left to stand overnight. The crystals which precipitated out were collected by filtration dispersed in dilute aqueous hydrochloric acid, and washed with stirring for 30 minutes. The resulting crystalline product was recrystallized from a mixture of acetic acid and ethyl acetat... Starting materials: C(C1=CC=CC=C1)N(CC(COC1=C(C(=CC=C1)[N+](=O)[O-])O)O)C(C)(C)C (1-(N-benzyl-tert.-butylamino)-3-(2-hydroxy-3-nitro-phenoxy)-2-propanol), O.NN (hydrazine hydrate). Reagents/catalysts: [Ni] (Raney nickel). Run in C(C)O (ethanol). Product: C(C1=CC=CC=C1)N(CC(COC1=C(C(=CC=C1)N)O)O)C(C)(C)C (1-(N-benzyl-tert.-butylamino)-3-(3-amino-2-hydroxy-phenoxy)-2-propanol). As a reaction SMILES: [CH2:1]([N:8]([C:24]([CH3:27])([CH3:26])[CH3:25])[CH2:9][CH:10]([OH:23])[CH2:11][O:12][C:13]1[CH:18]=[CH:17][CH:16]=[C:15]([N+:19]([O-])=O)[C:14]=1[OH:22])[C:2]1[CH:7]=[CH:6][CH:5]=[CH:4][CH:3]=1.O.NN>C(O)C.[Ni]>[CH2:1]([N:8]([C:24]([CH3:27])([CH3:26])[CH3:25])[CH2:9][CH:10]([OH:23])[CH2:11][O:12][C:13]1[CH:18]=[CH:17][CH:16]=[C:15]([NH2:19])[C:14]=1[OH:22])[C:2]1[CH:7]=[CH:6][CH:5]=[CH:4][CH:3]=1 |f:1.2|. Procedure: A solution of 16.1 g of crude 1-(N-benzyl-tert.-butylamino)-3-(2-hydroxy-3-nitro-phenoxy)-2-propanol in 150 ml of ethanol is reduced, analogously to Example (4d), with 15 ml of hydrazine hydrate and Raney nickel to give 1-(N-benzyl-tert.-butylamino)-3-(3-amino-2-hydroxy-phenoxy)-2-propanol. The base forms a dark oil which is used further without further purification. The base crystallises from ether as greenish crystals with a melting point of 105°-110°.